This data is from the Open Reaction Database (ORD), a public repository of structured organic reaction records. The task is: describe an organic reaction: reactants, conditions, products, and yield The reactants are ClCC=O (chloroacetaldehyde), NC1=NC(=CC=C1C(=O)OC)COCOC (methyl 2-amino-6-({[(methyloxy)methyl]oxy}methyl)-3-pyridinecarboxylate), C([O-])(O)=O.[Na+] (sodium bicarbonate), ClCC=O (chloroacetaldehyde). Solvent: CO (methanol), O (water), C(Cl)Cl (DCM). Run at time 16 hour. Yields the product COCOCC1=CC=C(C=2N1C=CN2)C(=O)OC (Methyl 5-({[(methyloxy)methyl]oxy}methyl)imidazo[1,2-a]pyridine-8-carboxylate). Yield: 70.4%. As a reaction SMILES: [NH2:1][C:2]1[C:7]([C:8]([O:10][CH3:11])=[O:9])=[CH:6][CH:5]=[C:4]([CH2:12][O:13][CH2:14][O:15][CH3:16])[N:3]=1.C(=O)(O)[O-].[Na+].Cl[CH2:23][CH:24]=O>CO.O.C(Cl)Cl>[CH3:16][O:15][CH2:14][O:13][CH2:12][C:4]1[N:3]2[CH:23]=[CH:24][N:1]=[C:2]2[C:7]([C:8]([O:10][CH3:11])=[O:9])=[CH:6][CH:5]=1 |f:1.2|. Procedure: To a stirred suspension of methyl 2-amino-6-({[(methyloxy)methyl]oxy}methyl)-3-pyridinecarboxylate (496 mg, 2.192 mmol) and sodium bicarbonate (193 mg, 2.302 mmol) in a mixture of methanol (15 mL) and water (7.5 mL) was added chloroacetaldehyde (50% wt. solution in water, 0.311 mL, 2.412 mmol). The mixture was heated to reflux for 2 hours when LCMS indicated that no reaction has occurred. More chloroacetaldehyde (0.311 mL, 2.412 mmol) was added and heating continued for 16 hours when LCMS indica... Reactants: solution, PTFE, CP(C)(C)=NC=1C=NC=CC1N1C[C@H](CCC1)NC(OC(C)(C)C)=O ((S)-tert-butyl (1-(3-((trimethylphosphoranylidene)amino)pyridin-4-yl)piperidin-3-yl)carbamate), C(=S)=S (carbon disulfide). The solvent is C1CCOC1 (THF). Reaction conditions: time 15 minute. The product is N(=C=S)C=1C=NC=CC1N1C[C@H](CCC1)NC(OC(C)(C)C)=O (tert-butyl ((3S)-1-(3-isothiocyanato-4-pyridinyl)-3-piperidinyl)carbamate). Reaction SMILES: [C:1](=[S:3])=S.CP(=[N:8][C:9]1[CH:10]=[N:11][CH:12]=[CH:13][C:14]=1[N:15]1[CH2:20][CH2:19][CH2:18][C@H:17]([NH:21][C:22](=[O:28])[O:23][C:24]([CH3:27])([CH3:26])[CH3:25])[CH2:16]1)(C)C>C1COCC1>[N:8]([C:9]1[CH:10]=[N:11][CH:12]=[CH:13][C:14]=1[N:15]1[CH2:20][CH2:19][CH2:18][C@H:17]([NH:21][C:22](=[O:28])[O:23][C:24]([CH3:26])([CH3:25])[CH3:27])[CH2:16]1)=[C:1]=[S:3]. Procedure: tert-butyl ((3S)-1-(3-isothiocyanato-4-pyridinyl)-3-piperidinyl)carbamate. A dry, 3 neck, 100 mL Morton flask was configured as follows: opening 1: septa/Ar inlet; opening 2 (center): septa/PTFE addition needle; opening 3: septa. The flask was charged with tert-butyl ((3S)-1-(3-azido-4-pyridinyl)-3-piperidinyl)carbamate (3.25 g, 10.22 mmol), a stirbar, and dry THF (10 mL). The slurry was stirred for 10 min, and immersed into an ice-water bath. A syringe charged with 1.0 M PMe3 in THF (10.73 mL, ... Starting materials: CCOC(=O)C.CCCCCC (EtOAc Hexane), C(C)(C)(C)OC(=O)N1CC2=CC=C(C=C2C1)Br (5-bromo-1,3-dihydro-isoindole-2-carboxylic acid tert-butyl ester), C1=CC=C(C=C1)P(CCCP(C2=CC=CC=C2)C3=CC=CC=C3)C4=CC=CC=C4 (DPPP), TEA, CO.CS(=O)C (MeOH DMSO). Reagents/catalysts: CC(=O)[O-].CC(=O)[O-].[Pd+2] (Pd(OAc)2). Run at temperature 80 celsius, time 16 hour. Product: COC(=O)C=1C=C2CN(CC2=CC1)C(=O)OC(C)(C)C (1,3-dihydro-isoindole-2,5-dicarboxylic acid 2-tert-butyl ester 5-methyl ester). Yield: 81.0%. Reaction SMILES: [C:1]([O:5][C:6]([N:8]1[CH2:16][C:15]2[C:10](=[CH:11][CH:12]=[C:13](Br)[CH:14]=2)[CH2:9]1)=[O:7])([CH3:4])([CH3:3])[CH3:2].C1C=CC(P(C2C=CC=CC=2)CCCP(C2C=CC=CC=2)C2C=CC=CC=2)=CC=1.CO.CS(C)=O.C[CH2:54][O:55][C:56](C)=[O:57].CCCCCC>CC([O-])=O.CC([O-])=O.[Pd+2]>[CH3:54][O:55][C:56]([C:13]1[CH:14]=[C:15]2[C:10](=[CH:11][CH:12]=1)[CH2:9][N:8]([C:6]([O:5][C:1]([CH3:4])([CH3:3])[CH3:2])=[O:7])[CH2:16]2)=[O:57] |f:2.3,4.5,6.7.8|. Procedure: A mixture of 5-bromo-1,3-dihydro-isoindole-2-carboxylic acid tert-butyl ester (200 mg, 0.67 mmol), Pd(OAc)2 (30 mg, 0.2 equiv), DPPP (55 mg, 0.2 equiv), TEA (0.93 mL, 10 equiv) and MeOH:DMSO (1:1, 4 mL) was stirred for 16 h under CO (balloon) at 80° C. LC-MS and TLC (20% EtOAc-Hexane) showed completion of the reaction. The Reaction mixture was concentrated to remove MeOH and diluted with EtOAc (10 mL), and washed with water (2×25 mL). The organic layer was dried (Na2SO4), concentrated and purifi... Starting materials: C(CCCCCCCCCCCCCCCCC)=[N+](CCCCCCCCCCCCCCCCCC)[O-] (N-(1-octadecylidene)-octadecylamine N-oxide), C(CCCCCCCCCCC)OP(OCCCCCCCCCCCC)OCCCCCCCCCCCC (tri-n-dodecylphosphite), C(CCCCCCCCCCC)I (n-dodecyl iodide), C(C)#N (acetonitrile). Run in C1(=CC=CC=C1)C (toluene). Conditions: temperature 70 celsius. Product: C(CCCCCCCCCCCCCCCCC)N(OCCCCCCCCCCCC)C(CCCCCCCCCCCCCCCCC)P(OCCCCCCCCCCCC)(OCCCCCCCCCCCC)=O (Didodecyl P-[1-(N-Octadecyl-N-dodecyloxyamino)octadecyl]phosphonate). The yield is 29.0%. As a reaction SMILES: [CH:1](=[N+:19]([O-:38])[CH2:20][CH2:21][CH2:22][CH2:23][CH2:24][CH2:25][CH2:26][CH2:27][CH2:28][CH2:29][CH2:30][CH2:31][CH2:32][CH2:33][CH2:34][CH2:35][CH2:36][CH3:37])[CH2:2][CH2:3][CH2:4][CH2:5][CH2:6][CH2:7][CH2:8][CH2:9][CH2:10][CH2:11][CH2:12][CH2:13][CH2:14][CH2:15][CH2:16][CH2:17][CH3:18].[CH2:39]([O:51][P:52]([O:66]CCCCCCCCCCCC)[O:53][CH2:54][CH2:55][CH2:56][CH2:57][CH2:58][CH2:59][CH2:60][CH2:61][CH2:62][CH2:63][CH2:64][CH3:65])[CH2:40][CH2:41][CH2:42][CH2:43][CH2:44][CH2:45][CH2:46][CH2:47][CH2:48][CH2:49][CH3:50].[CH2:79](I)[CH2:80][CH2:81][CH2:82][CH2:83][CH2:84][CH2:85][CH2:86][CH2:87][CH2:88][CH2:89][CH3:90].C(#N)C>C1(C)C=CC=CC=1>[CH2:1]([N:19]([CH:20]([P:52](=[O:66])([O:53][CH2:54][CH2:55][CH2:56][CH2:57][CH2:58][CH2:59][CH2:60][CH2:61][CH2:62][CH2:63][CH2:64][CH3:65])[O:51][CH2:39][CH2:40][CH2:41][CH2:42][CH2:43][CH2:44][CH2:45][CH2:46][CH2:47][CH2:48][CH2:49][CH3:50])[CH2:21][CH2:22][CH2:23][CH2:24][CH2:25][CH2:26][CH2:27][CH2:28][CH2:29][CH2:30][CH2:31][CH2:32][CH2:33][CH2:34][CH2:35][CH2:36][CH3:37])[O:38][CH2:90][CH2:89][CH2:88][CH2:87][CH2:86][CH2:85][CH2:84][CH2:83][CH2:82][CH2:81][CH2:80][CH3:79])[CH2:2][CH2:3][CH2:4][CH2:5][CH2:6][CH2:7][CH2:8][CH2:9][CH2:10][CH2:11][CH2:12][CH2:13][CH2:14][CH2:15][CH2:16][CH2:17][CH3:18]. Procedure details: Following the procedure of Example 7, the title compound is prepared from 2.5 g (4.6 mmol) of N-(1-octadecylidene)-octadecylamine N-oxide, 2.9 g (5.0 mmol) of tri-n-dodecylphosphite, 3.0 g (10 mmol) of n-dodecyl iodide, 20 ml of acetonitrile and 40 ml of toluene by heating at 70° C. for 24 hours. The residue is purified by flash chromatography (10:1 hexane:ethyl acetate eluent) to give 1.5 g (29% yield) of the title compound as a white, low melting wax.